This data is from the Open Reaction Database (ORD), a public repository of structured organic reaction records. The task is: describe an organic reaction: reactants, conditions, products, and yield Reactants: CCN(CC)CCC(=O)O, CCN=C=NCCCN(C)C, CN(C)c1ccncc1, Cl, Cl, O=C1OC(Cn2ccnn2)CN1c1ccc(-c2ccc(C3=NOC(CO)C3)nc2)c(F)c1, CN(C)C=O. Product: CCN(CC)CCC(=O)OCC1CC(c2ccc(-c3ccc(N4CC(Cn5ccnn5)OC4=O)cc3F)cn2)=NO1. As a reaction SMILES: [CH2:34]([CH3:35])[N:36]([CH2:37][CH2:38][C:39](=[O:40])[OH:41])[CH2:42][CH3:43].[CH3:45][N:46]([CH3:47])[CH2:48][CH2:49][CH2:50][N:51]=[C:52]=[N:53][CH2:54][CH3:55].[CH3:56][N:57]([CH3:58])[c:59]1[cH:60][cH:61][n:62][cH:63][cH:64]1.[ClH:33].[ClH:44].[F:1][c:2]1[cH:3][c:4]([N:21]2[C:22](=[O:32])[O:23][CH:24]([CH2:26][n:27]3[n:28][n:29][cH:30][cH:31]3)[CH2:25]2)[cH:5][cH:6][c:7]1-[c:8]1[cH:9][n:10][c:11]([C:14]2=[N:15][O:16][CH:17]([CH2:19][OH:20])[CH2:18]2)[cH:12][cH:13]1.[O:65]=[CH:66][N:67]([CH3:68])[CH3:69]>>[F:1][c:2]1[cH:3][c:4]([N:21]2[C:22](=[O:32])[O:23][CH:24]([CH2:26][n:27]3[n:28][n:29][cH:30][cH:31]3)[CH2:25]2)[cH:5][cH:6][c:7]1-[c:8]1[cH:9][n:10][c:11]([C:14]2=[N:15][O:16][CH:17]([CH2:19][O:20][C:39]([CH2:38][CH2:37][N:36]([CH2:34][CH3:35])[CH2:42][CH3:43])=[O:40])[CH2:18]2)[cH:12][cH:13]1. The reactants are O=C(C(C(=O)OCC)C=1C=NC=CC1)C1=CC=CC=C1 (Ethyl 3-oxo-3-phenyl-2-(pyridin-3-yl)propanoate), Cl (hydrogen chloride). Solvent: O (H2O). Reaction conditions: temperature 100 celsius. The product is C1(=CC=CC=C1)C(CC=1C=NC=CC1)=O (1-Phenyl-2-(pyridine-3-yl)ethanone). Yield: 67.1%. RXN SMILES: [O:1]=[C:2]([C:15]1[CH:20]=[CH:19][CH:18]=[CH:17][CH:16]=1)[CH:3]([C:9]1[CH:10]=[N:11][CH:12]=[CH:13][CH:14]=1)C(OCC)=O.Cl>O>[C:15]1([C:2](=[O:1])[CH2:3][C:9]2[CH:10]=[N:11][CH:12]=[CH:13][CH:14]=2)[CH:20]=[CH:19][CH:18]=[CH:17][CH:16]=1. Procedure: Ethyl 3-oxo-3-phenyl-2-(pyridin-3-yl)propanoate (1.82 g, 6.76 mmol) was dissolved in hydrogen chloride (8.11 mL, 101.0 mmol) and heated to 100° C. overnight. The reaction was then diluted with H2O (25 mL), extracted with EtOAc (3×50 mL), dried over MgSO4, filtered and concentrated. The residue was purified by silica gel column chromatography to give the title compound as a clear oil (0.894 g). LCMS m/z=198.3 [M+H]+; 1H NMR (400 MHz, CDCl3) δ ppm 4.29 (s, 2H), 7.27 (dd, J=7.07, 5.56 Hz, 1H), 7.49... Reactants: [NH4+].[Cl-] (NH4Cl), C1(=CC=C(C=C1)S(=O)(=O)OCF)C (fluoromethyl toluene-4-sulfonate), OC=1C=CC(=NC1)C(=O)OC (methyl 5-hydroxypyridine-2-carboxylate), C([O-])([O-])=O.[Cs+].[Cs+] (cesium carbonate). Run in CCOC(=O)C (EtOAc), CN(C)C=O (DMF), CN(C)C=O (DMF). Reaction conditions: temperature 70 celsius, time 3 hour. The product is FCOC=1C=CC(=NC1)C(=O)OC (methyl 5-fluoromethoxypyridine-2-carboxylate). Reaction SMILES: C1(C)C=CC(S(O[CH2:11][F:12])(=O)=O)=CC=1.[OH:14][C:15]1[CH:16]=[CH:17][C:18]([C:21]([O:23][CH3:24])=[O:22])=[N:19][CH:20]=1.C(=O)([O-])[O-].[Cs+].[Cs+].[NH4+].[Cl-]>CN(C=O)C.CCOC(C)=O>[F:12][CH2:11][O:14][C:15]1[CH:16]=[CH:17][C:18]([C:21]([O:23][CH3:24])=[O:22])=[N:19][CH:20]=1 |f:2.3.4,5.6|. Procedure: A solution containing fluoromethyl toluene-4-sulfonate (233 mg) in DMF was added to a solution containing methyl 5-hydroxypyridine-2-carboxylate (100 mg) and cesium carbonate (532 mg) in DMF (5 mL). The reaction solution was stirred at 70° C. for 3 h. The reaction solution was cooled to RT. EtOAc and saturated aqueous NH4Cl were added to the reaction solution, and the organic layer was separated. The organic layer was dried over anhydrous MgSO4, and the insoluble matter was separated by filtrati... Reactants: [Br-].C(C)(=O)C=1C=[N+](C=CC1CC1C(C2=CC=C(C=C2CC1)OC)=O)CC1=C(C=CC=C1)C (2-[[3-acetyl-1-(o-tolylmethyl)pyridin-1-ium-4-yl]methyl]-6-methoxy-tetralin-1-one bromide), C1C=CN(C=C1C(=O)N)CC2=CC=CC=C2 (BNAH). Yields the product C(C)(=O)C1=CN(C=CC1CC1C(C2=CC=C(C=C2CC1)OC)=O)CC1=C(C=CC=C1)C (2-[[3-acetyl-1-(o-tolylmethyl)-4H-pyridin-4-yl]methyl]-6-methoxy-tetralin-1-one). Reaction SMILES: [Br-].[C:2]([C:5]1[CH:6]=[N+:7]([CH2:25][C:26]2[CH:31]=[CH:30][CH:29]=[CH:28][C:27]=2[CH3:32])[CH:8]=[CH:9][C:10]=1[CH2:11][CH:12]1[CH2:21][CH2:20][C:19]2[C:14](=[CH:15][CH:16]=[C:17]([O:22][CH3:23])[CH:18]=2)[C:13]1=[O:24])(=[O:4])[CH3:3].C1C(C(N)=O)=CN(CC2C=CC=CC=2)C=C1>>[C:2]([C:5]1[CH:10]([CH2:11][CH:12]2[CH2:21][CH2:20][C:19]3[C:14](=[CH:15][CH:16]=[C:17]([O:22][CH3:23])[CH:18]=3)[C:13]2=[O:24])[CH:9]=[CH:8][N:7]([CH2:25][C:26]2[CH:31]=[CH:30][CH:29]=[CH:28][C:27]=2[CH3:32])[CH:6]=1)(=[O:4])[CH3:3] |f:0.1|. Procedure details: The title compound 160 is prepared according to the procedure reported in Example 39.1 with compound 121 (500 mg, 1 mmol) and BNAH (214 mg, 1 equiv) as reactants. Yellow solid. (Yield 150 mg, 36%). The reactants are OC1=CC=C(C(=O)C=2C3=C(SC2C2=CC=C(C=C2)OS(=O)(=O)C)C=C(C=C3)OS(=O)(=O)C)C=C1 (Methanesulfonic acid 4-[3-(4-hydroxy-benzoyl)-6-methanesulfonyloxy -benzo[b]thiophen-2-yl]-phenyl ester), N1=C(C=CC=C1)CO (pyridin-2-yl-methanol). Reaction conditions: time 16 hour. Product: CS(=O)(=O)OC=1C=CC2=C(SC(=C2C(C2=CC=C(C=C2)OCC2=NC=CC=C2)=O)C2=CC=C(C=C2)OS(=O)(=O)C)C1 (Methanesufonic acid 4-{6-methansulfonyloxy-3-[4-(pyridin-2-ylmethoxy) -benzoyl]-benzo[b]thiophen-2-yl}-phenyl ester). As a reaction SMILES: [OH:1][C:2]1[CH:34]=[CH:33][C:5]([C:6]([C:8]2[C:9]3[CH:27]=[CH:26][C:25]([O:28][S:29]([CH3:32])(=[O:31])=[O:30])=[CH:24][C:10]=3[S:11][C:12]=2[C:13]2[CH:18]=[CH:17][C:16]([O:19][S:20]([CH3:23])(=[O:22])=[O:21])=[CH:15][CH:14]=2)=[O:7])=[CH:4][CH:3]=1.[N:35]1[CH:40]=[CH:39][CH:38]=[CH:37][C:36]=1[CH2:41]O>>[CH3:32][S:29]([O:28][C:25]1[CH:26]=[CH:27][C:9]2[C:8]([C:6](=[O:7])[C:5]3[CH:4]=[CH:3][C:2]([O:1][CH2:41][C:36]4[CH:37]=[CH:38][CH:39]=[CH:40][N:35]=4)=[CH:34][CH:33]=3)=[C:12]([C:13]3[CH:14]=[CH:15][C:16]([O:19][S:20]([CH3:23])(=[O:22])=[O:21])=[CH:17][CH:18]=3)[S:11][C:10]=2[CH:24]=1)(=[O:31])=[O:30]. Procedure: The coupling of the product from Step 2, Example 10 (Methanesulfonic acid 4-[3-(4-hydroxy-benzoyl)-6-methanesulfonyloxy-benzo[b]thiophen-2-yl]-phenyl ester) and pyridin-2-yl-methanol was accomplished by using the procedure outlined in Example 10, Step 3 except stirring for 1 hour instead of 16 hours at room temperature. The solvent was evaporated off and the crude product was chromatographed on silica gel using 1% MeOH/methylene chloride to 2% MeOH/methylene chloride as the gradient eluant to yi... Starting materials: C(C)OC=1C=CC(=C(C1)B(O)O)F (5-Ethoxy-2-fluorophenylboronic acid), C([O-])([O-])=O.[Na+].[Na+] (sodium carbonate), BrC1=CC(=NC=C1)C1=N[C@]2(CC1)C(N(CC2)COCC[Si](C)(C)C)=O ((5S)-2-(4-bromo-2-pyridyl)-7-(2-trimethylsilylethoxymethyl)-1,7-diazaspiro[4.4]non-1-en-6-one). Reagents/catalysts: C1([P]([Pd][P](C2=CC=CC=C2)(C3=CC=CC=C3)C4=CC=CC=C4)(C5=CC=CC=C5)C6=CC=CC=C6)=CC=CC=C1 (bis(triphenylphosphine)palladium). Solvent: C(OC)COC (monoglyme), O (water), C(Cl)Cl (DCM). Product: C(C)OC=1C=CC(=C(C1)C1=CC(=NC=C1)C1=N[C@@]2(CC1)C(N(CCC2)COCC[Si](C)(C)C)=O)F ((S)-2-[4-(5-Ethoxy-2-fluoro-phenyl)-pyridin-2-yl]-7-(2-trimethylsilanyl-ethoxymethyl)-1,7-diaza-spiro[4.5]dec-1-en-6-one). Yield: 82.2%. RXN SMILES: [CH2:1]([O:3][C:4]1[CH:5]=[CH:6][C:7]([F:13])=[C:8](B(O)O)[CH:9]=1)[CH3:2].[C:14](=O)([O-])[O-].[Na+].[Na+].Br[C:21]1[CH:26]=[CH:25][N:24]=[C:23]([C:27]2[CH2:31][CH2:30][C@@:29]3([CH2:35][CH2:34][N:33]([CH2:36][O:37][CH2:38][CH2:39][Si:40]([CH3:43])([CH3:42])[CH3:41])[C:32]3=[O:44])[N:28]=2)[CH:22]=1>C(COC)OC.O.C(Cl)Cl.C1(C=CC=CC=1)[P](C1C=CC=CC=1)(C1C=CC=CC=1)[Pd][P](C1C=CC=CC=1)(C1C=CC=CC=1)C1C=CC=CC=1>[CH2:1]([O:3][C:4]1[CH:5]=[CH:6][C:7]([F:13])=[C:8]([C:21]2[CH:26]=[CH:25][N:24]=[C:23]([C:27]3[CH2:31][CH2:30][C@:29]4([CH2:14][CH2:35][CH2:34][N:33]([CH2:36][O:37][CH2:38][CH2:39][Si:40]([CH3:43])([CH3:42])[CH3:41])[C:32]4=[O:44])[N:28]=3)[CH:22]=2)[CH:9]=1)[CH3:2] |f:1.2.3,^1:60,74|. Procedure: 5-Ethoxy-2-fluorophenylboronic acid (129.98 mg, 0.7100 mmol) and sodium carbonate (213.96 mg, 2.02 mmol) were added to a solution of (5S)-2-(4-bromo-2-pyridyl)-7-(2-trimethylsilylethoxymethyl)-1,7-diazaspiro[4.4]non-1-en-6-one (which may be prepared as described in Description 47) (295 mg, 0.6700 mmol) in monoglyme (6 mL) and water (1.8 mL) under N2 at ambient temp. The mixture was degassed by bubbling N2 through it for 10 mins. Bis(triphenylphosphine)palladium (II) dichloride (23.62 mg, 0.0300 ...